Dataset: the Open Reaction Database (ORD), a public repository of structured organic reaction records. Task: describe an organic reaction: reactants, conditions, products, and yield The reactants are C1(=CC=CC=C1)P(C1=CC=CC=C1)C1=CC=CC=C1 (triphenylphosphine), C(Br)(Br)(Br)Br (carbon tetrabromide), COC1=C(C=NC=C1)C=O (4-Methoxy-pyridine-3-carbaldehyde). The solvent is ClCCl (dichloromethane), ClCCl (dichloromethane). Run at temperature 0 celsius, time 1 hour. Yields the product BrC(=CC=1C=NC=CC1OC)Br (3-(2,2-dibromo-vinyl)-4-methoxy-pyridine). As a reaction SMILES: C1(P(C2C=CC=CC=2)C2C=CC=CC=2)C=CC=CC=1.[C:20]([Br:24])(Br)(Br)[Br:21].[CH3:25][O:26][C:27]1[CH:32]=[CH:31][N:30]=[CH:29][C:28]=1[CH:33]=O>ClCCl>[Br:21][C:20]([Br:24])=[CH:33][C:28]1[CH:29]=[N:30][CH:31]=[CH:32][C:27]=1[O:26][CH3:25]. Reported procedure: A flask is charged with triphenylphosphine (21.4 g, 81.6 mmol), carbon tetrabromide (13.5 g, 40.8 mmol) and dichloromethane (300 mL). 4-Methoxy-pyridine-3-carbaldehyde (2.8 g, 20.4 mmol) in dichloromethane (300 mL) is added at 0° C. The mixture is stirred at 0° C. for 1 h. The mixture is extracted with saturated aqueous ammonium chloride and the aqueous phase is neutralized with NaHCO3 and extracted with dichloromethane. The organic phase is dried over Na2SO4, concentrated and purified by silica... Reactants: COC1=C(C=CC=C1)N=C=O (2-methoxyphenyl isocyanate), COC=1C=C2C(=CC=NC2=CC1OC)OC1=CC(=C(N)C=C1C)C (4-[(6,7-Dimethoxy-4-quinolyl)oxy]-2,5-dimethyl-aniline), CO (Methanol). Run in C(Cl)(Cl)Cl (chloroform). The product is COC=1C=C2C(=CC=NC2=CC1OC)OC1=CC(=C(C=C1C)NC(=O)NC1=C(C=CC=C1)OC)C (N-{4-[(6,7-Dimethoxy-4-quinolyl)oxy]-2,5-dimethylphenyl}-N′-(2-methoxyphenyl)urea). Reaction SMILES: [CH3:1][O:2][C:3]1[CH:4]=[C:5]2[C:10](=[CH:11][C:12]=1[O:13][CH3:14])[N:9]=[CH:8][CH:7]=[C:6]2[O:15][C:16]1[C:22]([CH3:23])=[CH:21][C:19]([NH2:20])=[C:18]([CH3:24])[CH:17]=1.[CH3:25][O:26][C:27]1[CH:32]=[CH:31][CH:30]=[CH:29][C:28]=1[N:33]=[C:34]=[O:35].CO>C(Cl)(Cl)Cl>[CH3:1][O:2][C:3]1[CH:4]=[C:5]2[C:10](=[CH:11][C:12]=1[O:13][CH3:14])[N:9]=[CH:8][CH:7]=[C:6]2[O:15][C:16]1[C:22]([CH3:23])=[CH:21][C:19]([NH:20][C:34]([NH:33][C:28]2[CH:29]=[CH:30][CH:31]=[CH:32][C:27]=2[O:26][CH3:25])=[O:35])=[C:18]([CH3:24])[CH:17]=1. Procedure details: 4-[(6,7-Dimethoxy-4-quinolyl)oxy]-2,5-dimethyl-aniline (100 mg) was dissolved in chloroform (10 ml), and 2-methoxyphenyl isocyanate (49 μl) was added to the solution. The mixture was heated under reflux overnight. Methanol was added to the reaction solution. The solvent was removed by distillation under the reduced pressure. The residue was purified by chromatography on silica gel by development with chloroform/acetone (2/1) to quantitatively give the title compound.